Dataset: the Open Reaction Database (ORD), a public repository of structured organic reaction records. Task: describe an organic reaction: reactants, conditions, products, and yield The reactants are ClC1=CC=C(CCl)C=C1 (4-chlorobenzyl chloride), [Cl-].[NH4+] (ammonium chloride), C([O-])([O-])=O.[K+].[K+] (potassium carbonate), ClC1=C(C=CC(=C1)CN1N=CC=C1)O (2-chloro-4-(1-pyrazolyl)methylphenol). Run in CN(C=O)C (N,N-dimethylformamide), CN(C=O)C (N,N-dimethylformamide). The product is ClC1=C(C=CC(=C1)CN1N=CC=C1)OCC1=CC=C(C=C1)Cl (2-chloro-1-(4-chlorobenzyloxy)-4-(1-pyrazolyl)methylbenzene). Yield: 94.8%. As a reaction SMILES: C(=O)([O-])[O-].[K+].[K+].[Cl:7][C:8]1[CH:13]=[C:12]([CH2:14][N:15]2[CH:19]=[CH:18][CH:17]=[N:16]2)[CH:11]=[CH:10][C:9]=1[OH:20].[Cl:21][C:22]1[CH:29]=[CH:28][C:25]([CH2:26]Cl)=[CH:24][CH:23]=1.[Cl-].[NH4+]>CN(C)C=O>[Cl:7][C:8]1[CH:13]=[C:12]([CH2:14][N:15]2[CH:19]=[CH:18][CH:17]=[N:16]2)[CH:11]=[CH:10][C:9]=1[O:20][CH2:26][C:25]1[CH:28]=[CH:29][C:22]([Cl:21])=[CH:23][CH:24]=1 |f:0.1.2,5.6|. Reported procedure: To a mixture of potassium carbonate (298 mg), 2-chloro-4-(1-pyrazolyl)methylphenol (300 mg) and anhydrous N,N-dimethylformamide (200 ml) was added dropwise an anhydrous N,N-dimethylformamide solution (2 ml) of 4-chlorobenzyl chloride (232 mg) at room temperature under stirring. This mixture was then stirred at the same temperature for 12 hours, and poured into ice-cooled saturated aqueous ammonium chloride solution, which was extracted with ethyl acetate. The organic layer was washed with water ... As a reaction SMILES: [CH3:23][S:24]([CH3:25])=[O:26].[CH3:2][S+:3]([CH3:4])([CH3:5])=[O:6].[Cl:9][c:10]1[c:11]([CH:17]=[CH:18][C:19]([CH3:20])=[O:21])[cH:12][cH:13][c:14]([Cl:16])[cH:15]1.[I-:1].[Na+:8].[OH-:7].[OH2:22]>>[CH2:2]1[CH:17]([c:11]2[c:10]([Cl:9])[cH:15][c:14]([Cl:16])[cH:13][cH:12]2)[CH:18]1[C:19]([CH3:20])=[O:21]. Yields the product CC(=O)C1CC1c1ccc(Cl)cc1Cl. Starting materials: CS(C)=O, C[S+](C)(C)=O, CC(=O)C=Cc1ccc(Cl)cc1Cl, [I-], [Na+], [OH-], O. Reactants: Cc1cc(F)ccc1Cl, [K+], O=[N+]([O-])[O-], O=S(=O)(O)O. Product: Cc1cc(F)c([N+](=O)[O-])cc1Cl. Reaction SMILES: [Cl:1][c:2]1[c:3]([CH3:9])[cH:4][c:5]([F:8])[cH:6][cH:7]1.[K+:14].[N+:10](=[O:11])([O-:12])[O-:13].[S:15](=[O:16])(=[O:17])([OH:18])[OH:19]>>[Cl:1][c:2]1[c:3]([CH3:9])[cH:4][c:5]([F:8])[c:6]([N+:10](=[O:11])[O-:12])[cH:7]1. The reactants are CCO, CC#CC1CN(S(=O)(=O)c2ccc(Cl)nc2)CCN1c1ccc(C(O)(C(F)(F)F)C(F)(F)F)cc1, [NH4+], [OH-]. Yields the product CC#CC1CN(S(=O)(=O)c2ccc(N)nc2)CCN1c1ccc(C(O)(C(F)(F)F)C(F)(F)F)cc1. RXN SMILES: [CH3:38][CH2:39][OH:40].[Cl:1][c:2]1[cH:3][cH:4][c:5]([S:8](=[O:9])(=[O:10])[N:11]2[CH2:12][CH:13]([C:33]#[C:34][CH3:35])[N:14]([c:17]3[cH:18][cH:19][c:20]([C:23]([C:24]([F:25])([F:26])[F:27])([C:28]([F:29])([F:30])[F:31])[OH:32])[cH:21][cH:22]3)[CH2:15][CH2:16]2)[cH:6][n:7]1.[NH4+:36].[OH-:37]>>[c:2]1([NH2:36])[cH:3][cH:4][c:5]([S:8](=[O:9])(=[O:10])[N:11]2[CH2:12][CH:13]([C:33]#[C:34][CH3:35])[N:14]([c:17]3[cH:18][cH:19][c:20]([C:23]([C:24]([F:25])([F:26])[F:27])([C:28]([F:29])([F:30])[F:31])[OH:32])[cH:21][cH:22]3)[CH2:15][CH2:16]2)[cH:6][n:7]1. The reactants are CN(C=O)C (dimethylformamide), BrC=1C=CC2=C(C(C(O2)O)(C)C)C1 (5-Bromo-2,3-dihydro-3,3-dimethyl-2-hydroxybenzofuran), cuprous cyanide, ferric chloride, Cl (hydrochloric acid). Run in O (water). Run at time 2 hour. Yields the product C(#N)C=1C=CC2=C(C(C(O2)O)(C)C)C1 (5-Cyano-2,3-dihydro-3,3-dimethyl-2-hydroxybenzofuran). As a reaction SMILES: Br[C:2]1[CH:3]=[CH:4][C:5]2[O:9][CH:8]([OH:10])[C:7]([CH3:12])([CH3:11])[C:6]=2[CH:13]=1.Cl.[CH3:15][N:16](C)C=O>O>[C:15]([C:2]1[CH:3]=[CH:4][C:5]2[O:9][CH:8]([OH:10])[C:7]([CH3:12])([CH3:11])[C:6]=2[CH:13]=1)#[N:16]. Procedure details: 5-Bromo-2,3-dihydro-3,3-dimethyl-2-hydroxybenzofuran (7.3 g), prepared as in Example 5(e) and cuprous cyanide (3.2 g) were heated under reflux in dimethylformamide (10 ml) with stirring for 51/2 hours. The mixture was cooled to room temperature and a solution of ferric chloride (6 g) in water (20 ml) containing hydrochloric acid (3.7 ml conc) was added. After heating at 60°-70° C. for 20 minutes the mixture was extracted with ether. The extracts were washed with water (twice), dried over magnesi... Reactants: N1C(=NCCC1)S (1,4,5,6-tetrahydro-2-pyrimidinethiol), CC=1NC2=CC=CC=C2C1 (2-methylindole), [I-].[K+] (potassium iodide), II (iodine). Run in CO (methanol), CO (methanol), O (water). Reaction conditions: time 2 hour. Product: I.CC=1NC2=CC=CC=C2C1SC=1NCCCN1 (2-methyl-3-(1,4,5,6-tetrahydro-2-pyrimidinylthio)-indole hydriodide). RXN SMILES: [CH3:1][C:2]1[NH:3][C:4]2[C:9]([CH:10]=1)=[CH:8][CH:7]=[CH:6][CH:5]=2.[I-:11].[K+].II.[NH:15]1[CH2:20][CH2:19][CH2:18][N:17]=[C:16]1[SH:21]>CO.O>[IH:11].[CH3:1][C:2]1[NH:3][C:4]2[C:9]([C:10]=1[S:21][C:16]1[NH:17][CH2:18][CH2:19][CH2:20][N:15]=1)=[CH:8][CH:7]=[CH:6][CH:5]=2 |f:1.2,7.8|. Reported procedure: A solution of 19.65 g of 2-methylindole in 250 ml of methanol is added to a well-stirred solution of 75 g of potassium iodide and 38 g of iodine in 225 ml of water at room temperature. This mixture is further treated with a solution of 17.4 g of 1,4,5,6-tetrahydro-2-pyrimidinethiol in 350 ml of warm methanol, stirred for 2 hours and worked up in the manner described under Example 1 to yield 2-methyl-3-(1,4,5,6-tetrahydro-2-pyrimidinylthio)-indole hydriodide which melts at 242° after recrystalliz...